Dataset: the Open Reaction Database (ORD), a public repository of structured organic reaction records. Task: describe an organic reaction: reactants, conditions, products, and yield Reactants: CCO, Cl, [K+], [OH-], O, CCOC(=O)c1ccc(NCCCCCCCCCCCO)cc1. The product is O=C(O)c1ccc(NCCCCCCCCCCCO)cc1. RXN SMILES: [CH3:25][CH2:26][OH:27].[ClH:30].[K+:29].[OH-:28].[OH2:31].[OH:1][CH2:2][CH2:3][CH2:4][CH2:5][CH2:6][CH2:7][CH2:8][CH2:9][CH2:10][CH2:11][CH2:12][NH:13][c:14]1[cH:15][cH:16][c:17]([C:18](=[O:19])[O:20][CH2:21][CH3:22])[cH:23][cH:24]1>>[OH:1][CH2:2][CH2:3][CH2:4][CH2:5][CH2:6][CH2:7][CH2:8][CH2:9][CH2:10][CH2:11][CH2:12][NH:13][c:14]1[cH:15][cH:16][c:17]([C:18](=[O:19])[OH:20])[cH:23][cH:24]1. The reactants are C1CCOC1, O=[N+]([O-])c1ccc(OCc2ccccc2)cc1F, CCO, [Na+], [Na+], O, O=S([O-])S(=O)[O-]. Yields the product Nc1ccc(OCc2ccccc2)cc1F. Reaction SMILES: [CH2:27]1[O:28][CH2:29][CH2:30][CH2:31]1.[CH2:9]([c:10]1[cH:11][cH:12][cH:13][cH:14][cH:15]1)[O:16][c:17]1[cH:18][c:19]([F:26])[c:20]([N+:23]([O-:24])=[O:25])[cH:21][cH:22]1.[CH3:32][CH2:33][OH:34].[Na+:7].[Na+:8].[OH2:35].[S:1]([S:2]([O-:3])=[O:4])([O-:5])=[O:6]>>[CH2:9]([c:10]1[cH:11][cH:12][cH:13][cH:14][cH:15]1)[O:16][c:17]1[cH:18][c:19]([F:26])[c:20]([NH2:23])[cH:21][cH:22]1. The reactants are C1(CC1)C=1C(=CC2=C(C(=C(O2)C2=CC=C(C=C2)F)C(=O)NC)C1)N(S(=O)(=O)C)C1=CC(=C(C=C1)B1OC(C(O1)(C)C)(C)C)F (5-cyclopropyl-6-(N-(3-fluoro-4-(4,4,5,5-tetramethyl-1,3,2-dioxaborolan-2-yl)phenyl)methylsulfonamido)-2-(4-fluorophenyl)-N-methylbenzofuran-3-carboxamide), Cl (HCl), C1(=CC=CC=C1)B(O)O (benzeneboronic acid). The solvent is C1CCOC1 (THF). Reaction conditions: time 24 hour. The product is C1(CC1)C=1C(=CC2=C(C(=C(O2)C2=CC=C(C=C2)F)C(NC)=O)C1)N(S(=O)(=O)C)C1=CC(=C(C=C1)B(O)O)F (4-(N-(5-cyclopropyl-2-(4-fluorophenyl)-3-(methylcarbamoyl)benzofuran-6-yl)methylsulfonamido)-2-fluorophenylboronic acid). Yield: 41.8%. As a reaction SMILES: [CH:1]1([C:4]2[C:5]([N:24]([C:29]3[CH:34]=[CH:33][C:32]([B:35]4[O:39]C(C)(C)C(C)(C)[O:36]4)=[C:31]([F:44])[CH:30]=3)[S:25]([CH3:28])(=[O:27])=[O:26])=[CH:6][C:7]3[O:11][C:10]([C:12]4[CH:17]=[CH:16][C:15]([F:18])=[CH:14][CH:13]=4)=[C:9]([C:19]([NH:21][CH3:22])=[O:20])[C:8]=3[CH:23]=2)[CH2:3][CH2:2]1.Cl.C1(B(O)O)C=CC=CC=1>C1COCC1>[CH:1]1([C:4]2[C:5]([N:24]([C:29]3[CH:34]=[CH:33][C:32]([B:35]([OH:36])[OH:39])=[C:31]([F:44])[CH:30]=3)[S:25]([CH3:28])(=[O:26])=[O:27])=[CH:6][C:7]3[O:11][C:10]([C:12]4[CH:17]=[CH:16][C:15]([F:18])=[CH:14][CH:13]=4)=[C:9]([C:19](=[O:20])[NH:21][CH3:22])[C:8]=3[CH:23]=2)[CH2:3][CH2:2]1. Procedure details: A solution of 5-cyclopropyl-6-(N-(3-fluoro-4-(4,4,5,5-tetramethyl-1,3,2-dioxaborolan-2-yl)phenyl)methylsulfonamido)-2-(4-fluorophenyl)-N-methylbenzofuran-3-carboxamide (140 mg, 0.22 mmol) and 1N aqueous HCl (2 mL) in anhydrous THF (10 mL) was treated with polymer-supported benzeneboronic acid (5000 mg) and stirred at room temperature for 24 hours. The mixture was partitioned between ethyl acetate and water. The organic layer was separated, dried over sodium sulfate, filtered, concentrated to dry... Reactants: [BH4-], CO, O=Cc1ccc2ccn(C3CCN(CCc4ccccc4F)CC3)c2c1, [Na+], C1CCOC1. Yields the product OCc1ccc2ccn(C3CCN(CCc4ccccc4F)CC3)c2c1. As a reaction SMILES: [BH4-:32].[CH3:34][OH:35].[F:1][c:2]1[c:3]([CH2:4][CH2:5][N:6]2[CH2:7][CH2:8][CH:9]([n:12]3[cH:13][cH:14][c:15]4[cH:16][cH:17][c:18]([CH:21]=[O:22])[cH:19][c:20]34)[CH2:10][CH2:11]2)[cH:23][cH:24][cH:25][cH:26]1.[Na+:33].[O:27]1[CH2:28][CH2:29][CH2:30][CH2:31]1>>[F:1][c:2]1[c:3]([CH2:4][CH2:5][N:6]2[CH2:7][CH2:8][CH:9]([n:12]3[cH:13][cH:14][c:15]4[cH:16][cH:17][c:18]([CH2:21][OH:22])[cH:19][c:20]34)[CH2:10][CH2:11]2)[cH:23][cH:24][cH:25][cH:26]1. The reactants are C[O-].[Na+] (sodium methylate), C1(=CC=CC=C1)C(CSC(C)=O)N1CCN(CC1)S(=O)(=O)C1=CC=C(C=C1)C (thioacetic acid S-{2-phenyl-2-[4-(toluene-4-sulfonyl)-piperazin-1-yl]-ethyl}ester), FC(C=1C=C(CBr)C=C(C1)C(F)(F)F)(F)F (3,5-bis-trifluoromethyl-benzyl bromide). The solvent is CO (methyl alcohol). Reaction conditions: temperature 0 celsius, time 1 hour. The product is FC(C=1C=C(CSCC(C2=CC=CC=C2)N2CCN(CC2)S(=O)(=O)C2=CC=C(C=C2)C)C=C(C1)C(F)(F)F)(F)F (1-[2-(3,5-bis-trifluoromethyl-benzylsulfanyl)-1-phenyl-ethyl]-4-(toluene-4-sulfonyl)-piperazine). Isolated yield 114.1%. As a reaction SMILES: [C:1]1([CH:7]([N:13]2[CH2:18][CH2:17][N:16]([S:19]([C:22]3[CH:27]=[CH:26][C:25]([CH3:28])=[CH:24][CH:23]=3)(=[O:21])=[O:20])[CH2:15][CH2:14]2)[CH2:8][S:9][C:10](=O)[CH3:11])[CH:6]=[CH:5][CH:4]=[CH:3][CH:2]=1.C[O-].[Na+].[F:32][C:33]([F:47])([F:46])[C:34]1[CH:35]=C([CH:39]=[C:40]([C:42]([F:45])([F:44])[F:43])[CH:41]=1)CBr>CO>[F:32][C:33]([F:46])([F:47])[C:34]1[CH:35]=[C:11]([CH:39]=[C:40]([C:42]([F:43])([F:44])[F:45])[CH:41]=1)[CH2:10][S:9][CH2:8][CH:7]([N:13]1[CH2:18][CH2:17][N:16]([S:19]([C:22]2[CH:27]=[CH:26][C:25]([CH3:28])=[CH:24][CH:23]=2)(=[O:21])=[O:20])[CH2:15][CH2:14]1)[C:1]1[CH:6]=[CH:5][CH:4]=[CH:3][CH:2]=1 |f:1.2|. Procedure details: In a round-bottomed flask fitted with a reflux condenser and a thermometer 2.76 g (6.6 mmoles) of thioacetate 83 and 250 ml of degassed methyl alcohol are introduced. The mixture is cooled to 0° C. and 356 mg (6.6 mmoles) of sodium methylate are added. The mixture is stirred under argon for one hour at 0° C., and 1.9 g (7.26 mmoles) of 3,5-bis-trifluoromethyl-benzyl bromide are added. The mixture is stirred for 48 hours, volatile substances are removed under reduced pressure, and 100 ml of water...